This data is from the Open Reaction Database (ORD), a public repository of structured organic reaction records. The task is: describe an organic reaction: reactants, conditions, products, and yield The reactants are COC1=CC=NC=C1 (4-Methoxypyridine), COC=1C=C(C=CC1)[Mg]Br (3-methoxyphenyl magnesium bromide), ClC(=O)OCC1=CC=CC=C1 (benzyl chloroformate), Cl (HCl). Solvent: C1CCOC1 (THF). Conditions: temperature -20 celsius, time 4 hour. Yields the product O=C1CC(N(C=C1)C(=O)OCC1=CC=CC=C1)C1=CC=CC=C1 (benzyl 4-oxo-2-phenyl-3,4-dihydropyridine-1(2H)-carboxylate). Reaction SMILES: C[O:2][C:3]1[CH:8]=[CH:7][N:6]=[CH:5][CH:4]=1.CO[C:11]1[CH:12]=[C:13]([Mg]Br)[CH:14]=[CH:15][CH:16]=1.Cl[C:20]([O:22][CH2:23][C:24]1[CH:29]=[CH:28][CH:27]=[CH:26][CH:25]=1)=[O:21].Cl>C1COCC1>[O:2]=[C:3]1[CH:8]=[CH:7][N:6]([C:20]([O:22][CH2:23][C:24]2[CH:29]=[CH:28][CH:27]=[CH:26][CH:25]=2)=[O:21])[CH:5]([C:16]2[CH:11]=[CH:12][CH:13]=[CH:14][CH:15]=2)[CH2:4]1. Procedure: 4-Methoxypyridine (1-1, 0.7 g, 6.4 mmol) in anhydrous THF at −20° C. was treated with 3-methoxyphenyl magnesium bromide (14.1 mL, 7.0 mmol) and benzyl chloroformate (1.09 g, 6.4 mmol) and stirred 4 h at −20° C. The reaction was poured into 1N HCl and stirred 10 min. The reaction mixture was extracted with Et2O (50 mL), washed with brine and dried over MgSO4. The organic extracts were filtered, concentrated under reduced pressure and purified viaflash column chromatography (SiO2, 0-50% EtOAc-hexa... The reactants are [BH4-], [Br-], CCCS(=O)(=O)N1CCC(C#N)(c2ccccn2)CC1, CCCCOCCCC, C[Mg+], CO, Cc1ccccc1, [Na+]. The product is CCCS(=O)(=O)N1CCC(c2ccccn2)(C(C)N)CC1. RXN SMILES: [BH4-:26].[Br-:21].[CH2:1]([CH2:2][CH3:3])[S:4](=[O:5])(=[O:6])[N:7]1[CH2:8][CH2:9][C:10]([C:13]#[N:14])([c:15]2[n:16][cH:17][cH:18][cH:19][cH:20]2)[CH2:11][CH2:12]1.[CH2:35]([O:36][CH2:37][CH2:38][CH2:39][CH3:40])[CH2:41][CH2:42][CH3:43].[CH3:22][Mg+:23].[CH3:24][OH:25].[CH3:28][c:29]1[cH:30][cH:31][cH:32][cH:33][cH:34]1.[Na+:27]>>[CH2:1]([CH2:2][CH3:3])[S:4](=[O:5])(=[O:6])[N:7]1[CH2:8][CH2:9][C:10]([CH:13]([NH2:14])[CH3:22])([c:15]2[n:16][cH:17][cH:18][cH:19][cH:20]2)[CH2:11][CH2:12]1. Reactants: ClC1=C(C=CC(=C1C)[N+](=O)[O-])OC (2-chloro-3-methyl-4-nitroanisole), COC(N(C)C)OC (dimethylformamide dimethylacetal), N1CCCC1 (pyrrolidine). Run in CN(C)C=O (DMF). Conditions: time 8 hour. Yields the product [N+](=O)([O-])C1=C(C=CN2CCCC2)C(=C(C=C1)OC)Cl (2-nitro-5-methoxy-6-chloro-β-pyrrolidinostyrene). Isolated yield 75.4%. RXN SMILES: [Cl:1][C:2]1[C:7]([CH3:8])=[C:6]([N+:9]([O-:11])=[O:10])[CH:5]=[CH:4][C:3]=1[O:12][CH3:13].CO[CH:16](OC)[N:17]([CH3:19])[CH3:18].N1CC[CH2:24][CH2:23]1>CN(C=O)C>[N+:9]([C:6]1[CH:5]=[CH:4][C:3]([O:12][CH3:13])=[C:2]([Cl:1])[C:7]=1[CH:8]=[CH:19][N:17]1[CH2:16][CH2:24][CH2:23][CH2:18]1)([O-:11])=[O:10]. Procedure details: After reaction of 2-chloro-3-methyl-4-nitroanisole (32.1 g, 159 mmol) with dimethylformamide dimethylacetal (22.6 g, 190 mmol) and pyrrolidine (13.4 g, 188 mmol) in DMF (150 ml) at 120°-140° C. for 1 hour under a slow current of nitrogen, the volatile components were removed under vacuum. To the residue was added dichloromethane (90 ml) and methanol (360 ml) and the solution was evaporated to about half its original volume by heating on a steam bath. After cooling, the solution was left refriger... The reactants are S(=O)(Cl)Cl (thionyl chloride), C(C)(C)(C)C1=CC(=NC=C1)C(C)O (4-t-Butyl-2-(1-hydroxyethyl)-pyridine). The solvent is ClCCl (dichloromethane), ClCCl (dichloromethane), one. Conditions: temperature 0 celsius, time 1 hour. Product: C(C)(C)(C)C1=CC(=NC=C1)C(C)Cl (4-t-Butyl-2-(1-chloroethyl)-pyridine). Isolated yield 98.1%. Reaction SMILES: [C:1]([C:5]1[CH:10]=[CH:9][N:8]=[C:7]([CH:11](O)[CH3:12])[CH:6]=1)([CH3:4])([CH3:3])[CH3:2].S(Cl)([Cl:16])=O>ClCCl>[C:1]([C:5]1[CH:10]=[CH:9][N:8]=[C:7]([CH:11]([Cl:16])[CH3:12])[CH:6]=1)([CH3:4])([CH3:3])[CH3:2]. Reported procedure: 4-t-Butyl-2-(1-hydroxyethyl)-pyridine (3.6 g, 20.1 mmole) is dissolved in 60 ml dichloromethane in a 200 ml one neck round bottom flask under nitrogen. The solution is cooled to 0° C., is treated with thionyl chloride (2.2 ml, 30 mmole) in 10 ml dichloromethane, and the reaction is stirred 1 h at 0° C. followed by 2 h at room temperature. The reaction is quenched with 1×75 ml saturated sodium bicarbonate, the layers are separated and the aqueous layer is extracted with 3×25 ml dichloromethane. T... Reactants: CNC (Dimethylamine), C(C)(C)(C)OC(=O)N[C@H](COS(=O)(=O)C1=CC=C(C=C1)C)CC(C)(C)C (toluene-4-sulfonic acid(S)-2-tert-butoxycarbonylamino-4,4-dimethyl-pentyl ester). Solvent: N1=CC=CC=C1 (pyridine), [OH-].[K+] (potassium hydroxide). Run at time 20 hour. Product: C(C)(C)(C)OC(N[C@@H](CC(C)(C)C)CN(C)C)=O (((S)-1-dimethylaminomethyl-3,3-dimethyl-butyl)-carbamic acid tert-butyl ester). Isolated yield 65.2%. Reaction SMILES: [CH3:1][NH:2][CH3:3].[C:4]([O:8][C:9]([NH:11][C@@H:12]([CH2:25][C:26]([CH3:29])([CH3:28])[CH3:27])[CH2:13]OS(C1C=CC(C)=CC=1)(=O)=O)=[O:10])([CH3:7])([CH3:6])[CH3:5]>N1C=CC=CC=1.[OH-].[K+]>[C:4]([O:8][C:9](=[O:10])[NH:11][C@H:12]([CH2:13][N:2]([CH3:3])[CH3:1])[CH2:25][C:26]([CH3:29])([CH3:28])[CH3:27])([CH3:7])([CH3:6])[CH3:5] |f:3.4|. Procedure: Dimethylamine (11.2 g, 249.3 mmol, 30.0 equiv) was added portionwise to a stirred solution of toluene-4-sulfonic acid(S)-2-tert-butoxycarbonylamino-4,4-dimethyl-pentyl ester (3.2 g, 8.31 mmol, 1.0 equiv.) in pyridine (9.6 mL) at 0° C. The reaction mixture was slowly warmed to room temperature and stirred for an additional 20 hours at the same temperature. The reaction mixture was diluted with the addition of an aqueous solution of 10% potassium hydroxide (w/v; 30 mL) and was extracted with dichl...